Dataset: the Open Reaction Database (ORD), a public repository of structured organic reaction records. Task: describe an organic reaction: reactants, conditions, products, and yield Reactants: FC=1C=C(C=CC1F)N1N=CC(=C(C1=O)OCC(C)C)C1=CC=C(C=C1)S(=O)(=O)C (2-(3,4-difluorophenyl)-4-(2-methylpropoxy)-5-[4-(methylsulfonyl)phenyl]-3(2H)-pyridazinone), N (NH3). The solvent is O (H2O). The product is FC=1C=C(C=CC1F)N1N=CC(=C(C1=O)OCC(C)C)C1=CC=C(C=C1)S(=O)(=O)N (2-(3,4-Difluorophenyl)-4-(2-methylpropoxy)-5-[4-(aminosulfonyl)phenyl]-3(2H)-pyridazinone). Reaction SMILES: [F:1][C:2]1[CH:3]=[C:4]([N:9]2[C:14](=[O:15])[C:13]([O:16][CH2:17][CH:18]([CH3:20])[CH3:19])=[C:12]([C:21]3[CH:26]=[CH:25][C:24]([S:27](C)(=[O:29])=[O:28])=[CH:23][CH:22]=3)[CH:11]=[N:10]2)[CH:5]=[CH:6][C:7]=1[F:8].[NH3:31]>O>[F:1][C:2]1[CH:3]=[C:4]([N:9]2[C:14](=[O:15])[C:13]([O:16][CH2:17][CH:18]([CH3:20])[CH3:19])=[C:12]([C:21]3[CH:26]=[CH:25][C:24]([S:27]([NH2:31])(=[O:29])=[O:28])=[CH:23][CH:22]=3)[CH:11]=[N:10]2)[CH:5]=[CH:6][C:7]=1[F:8]. Procedure details: The title compound was prepared according to the method of Example 384, substituting 2-(3,4-difluorophenyl)-4-(2-methylpropoxy)-5-[4-(methylsulfonyl)phenyl]-3(2H)-pyridazinone in place of 2-benzyl-4-(4-fluorophenyl)-5-[4-(methylsulfonyl)phenyl]-3(2H)-pyridazinone (yield: 35 mg, 42%). mp 169-171° C. 1H NMR (300 MHz, DMSO-d6) δ 0.78 (d, 6H), 1.84, (m, 1H), 4.2 (d, 2H), 7.54 (m, 3H), 7.6 (m, 1H), 7.82 (m, 3H), 7.91 (d, 2H), 8.21 (s, 1H). MS (DCI/NH3) m/z 436 (M+H)+, 453 (M+NH4)+. Anal. calc. for C2... RXN SMILES: [OH:1][C:2]1[CH:9]=[C:8]([O:10][CH3:11])[CH:7]=[CH:6][C:3]=1[CH:4]=[O:5].CN(C)C=O.[H-].[Na+].Cl[CH2:20][CH2:21][CH2:22][N:23]1[CH2:28][CH2:27][O:26][CH2:25][CH2:24]1>C1(C)C=CC=CC=1>[CH3:11][O:10][C:8]1[CH:7]=[CH:6][C:3]([CH:4]=[O:5])=[C:2]([O:1][CH2:20][CH2:21][CH2:22][N:23]2[CH2:28][CH2:27][O:26][CH2:25][CH2:24]2)[CH:9]=1 |f:2.3|. The solvent is C1(=CC=CC=C1)C (toluene). Procedure details: 2-Hydroxy-4-methoxybenzaldehyde (25 g) in 125 ml. of dimethylformamide is treated first with 8.2 g of 50% sodium hydride, then with 36 g of N-(3-chloropropyl)morpholine dissolved in 65 ml. of toluene, following the procedure described in Example 1A, yielding 30.2 g of the title compound, boiling point 190°-195° C. at 0.1-0.2 mm of Hg. Isolated yield 65.8%. The product is COC1=CC(=C(C=O)C=C1)OCCCN1CCOCC1 (4-Methoxy-2-[3-(4-morpholinyl)propoxy]-benzaldehyde). Reactants: OC1=C(C=O)C=CC(=C1)OC (2-Hydroxy-4-methoxybenzaldehyde), ClCCCN1CCOCC1 (N-(3-chloropropyl)morpholine), CN(C=O)C (dimethylformamide), [H-].[Na+] (sodium hydride). Reactants: BrCCCCCC(C(=O)O)(Cl)Cl (7-Bromo-2,2-dichloroheptanoic acid), C(C)O (ethanol). The solvent is Cl (hydrochloric acid). Conditions: temperature 0 celsius, time 5 hour. Yields the product C(C)OC(C(CCCCCBr)(Cl)Cl)=O (7-Bromo-2,2-dichloroheptanoic acid ethyl ester). Isolated yield 98.0%. RXN SMILES: [Br:1][CH2:2][CH2:3][CH2:4][CH2:5][CH2:6][C:7]([Cl:12])([Cl:11])[C:8]([OH:10])=[O:9].[CH2:13](O)[CH3:14]>Cl>[CH2:13]([O:9][C:8](=[O:10])[C:7]([Cl:11])([Cl:12])[CH2:6][CH2:5][CH2:4][CH2:3][CH2:2][Br:1])[CH3:14]. Procedure details: 19.5 g 5 was dissolved in 300 ml ethanol, saturated at 0° C. with hydrochloric acid gas and stirred for a further 5 hours at 0° C. After removing the major amount of ethanol in a vacuum, the residue was taken up in ether, washed with water, dried over magnesium sulfate and the solvent was removed. 21.2 g (98%) 7-bromo-2,2-dichloroheptanoic acid ethyl ester 6 was obtained as a colourless oil. Reactants: [C-]#N.[K+] (potassium cyanide), C1(=CC=C(C=C1)S(=O)(=O)OC[C@@H]1C[C@@]([C@@H]2CN(C[C@@H]2C1)C([C@@H](C)C1=C(C=CC=C1)OC)=O)(O)C1=C(C=CC=C1)F)C ((3aS,4S,6S,7aR)-6-p-toluenesulphonyloxymethyl-4-(2-fluorophenyl)-2-[(S)-2-(2-methoxyphenyl)propionyl]perhydroisoindol-4-ol). Solvent: CS(=O)C (dimethyl sulphoxide), ClCCl (dichloromethane). Conditions: temperature 50 celsius, time 18 hour. Yields the product C(#N)C[C@H]1C[C@@]([C@@H]2CN(C[C@@H]2C1)C([C@@H](C)C1=C(C=CC=C1)OC)=O)(O)C1=C(C=CC=C1)F ((3aS,4S,6S,7aR)-6-cyanomethyl-4-(2-fluorophenyl)-2-[(S)-2-(2-methoxyphenyl)propionyl]perhydroisoindol-4-ol). The yield is 149.6%. Reaction SMILES: [C-:1]#[N:2].[K+].C1(C)C=CC(S(O[CH2:14][C@H:15]2[CH2:23][C@@H:22]3[C@@H:18]([CH2:19][N:20]([C:24](=[O:35])[C@H:25]([C:27]4[CH:32]=[CH:31][CH:30]=[CH:29][C:28]=4[O:33][CH3:34])[CH3:26])[CH2:21]3)[C@@:17]([C:37]3[CH:42]=[CH:41][CH:40]=[CH:39][C:38]=3[F:43])([OH:36])[CH2:16]2)(=O)=O)=CC=1>CS(C)=O.ClCCl>[C:1]([CH2:14][C@@H:15]1[CH2:23][C@@H:22]2[C@@H:18]([CH2:19][N:20]([C:24](=[O:35])[C@H:25]([C:27]3[CH:32]=[CH:31][CH:30]=[CH:29][C:28]=3[O:33][CH3:34])[CH3:26])[CH2:21]2)[C@@:17]([C:37]2[CH:42]=[CH:41][CH:40]=[CH:39][C:38]=2[F:43])([OH:36])[CH2:16]1)#[N:2] |f:0.1|. Reported procedure: 0.35 g of potassium cyanide is added at room temperature to a solution of 1.55 g of (3aS,4S,6S,7aR)-6-p-toluenesulphonyloxymethyl-4-(2-fluorophenyl)-2-[(S)-2-(2-methoxyphenyl)propionyl]perhydroisoindol-4-ol in 15 cm3 of dimethyl sulphoxide. The reaction mixture is stirred at 50° C. for 18 hours and then diluted with 100 cm3 of dichloromethane, and the organic phase is washed with twice 50 cm3 of water then with 50 cm3 of saturated aqueous sodium chloride solution, dried over magnesium sulphate a...